From a dataset of the Open Reaction Database (ORD), a public repository of structured organic reaction records. describe an organic reaction: reactants, conditions, products, and yield The reactants are C1CCC2=NCCCN2CC1, Cc1cn(C2CCNC2)nn1, CC#N, Cl, CC1COc2c(F)c(F)cc3c(=O)c(C(=O)O)cn1c23. The product is Cc1cn(C2CCN(c3c(F)cc4c(=O)c(C(=O)O)cn5c4c3OCC5C)C2)nn1. RXN SMILES: [CH2:33]1[CH2:34][CH2:35][C:36]2=[N:41][CH2:40][CH2:39][CH2:38][N:37]2[CH2:42][CH2:43]1.[CH3:22][c:23]1[n:24][n:25][n:26]([CH:28]2[CH2:29][NH:30][CH2:31][CH2:32]2)[cH:27]1.[CH3:44][C:45]#[N:46].[ClH:21].[F:1][c:2]1[c:3]([F:20])[c:4]2[c:5]3[n:6]([cH:11][c:12]([C:17](=[O:18])[OH:19])[c:13](=[O:16])[c:14]3[cH:15]1)[CH:7]([CH3:10])[CH2:8][O:9]2>>[F:1][c:2]1[c:3]([N:30]2[CH2:29][CH:28]([n:26]3[n:25][n:24][c:23]([CH3:22])[cH:27]3)[CH2:32][CH2:31]2)[c:4]2[c:5]3[n:6]([cH:11][c:12]([C:17](=[O:18])[OH:19])[c:13](=[O:16])[c:14]3[cH:15]1)[CH:7]([CH3:10])[CH2:8][O:9]2.